This data is from the Open Reaction Database (ORD), a public repository of structured organic reaction records. The task is: describe an organic reaction: reactants, conditions, products, and yield Reactants: CC#N, CC(C)(C)C(=O)Nc1cc(Cl)ccn1, O=C1CCC(=O)N1Br. Product: CC(C)(C)C(=O)Nc1cc(Cl)c(Br)cn1. RXN SMILES: [CH3:23][C:24]#[N:25].[Cl:9][c:10]1[cH:11][c:12]([NH:16][C:17]([C:18]([CH3:19])([CH3:20])[CH3:21])=[O:22])[n:13][cH:14][cH:15]1.[O:1]=[C:2]1[N:3]([Br:8])[C:4](=[O:5])[CH2:6][CH2:7]1>>[Br:8][c:15]1[c:10]([Cl:9])[cH:11][c:12]([NH:16][C:17]([C:18]([CH3:19])([CH3:20])[CH3:21])=[O:22])[n:13][cH:14]1. Reactants: CCN=C=NCCCN(C)C, CCN(C(C)C)C(C)C, ClCCl, Cl, Cc1cnc(N)s1, On1nnc2ccccc21, Cc1ccc(CC(=O)O)cc1. Yields the product Cc1ccc(CC(=O)Nc2ncc(C)s2)cc1. As a reaction SMILES: [CH3:20][N:21]([CH3:22])[CH2:23][CH2:24][CH2:25][N:26]=[C:27]=[N:28][CH2:29][CH3:30].[CH:41]([N:42]([CH2:43][CH3:44])[CH:45]([CH3:46])[CH3:47])([CH3:48])[CH3:49].[Cl:50][CH2:51][Cl:52].[ClH:19].[NH2:12][c:13]1[s:14][c:15]([CH3:18])[cH:16][n:17]1.[OH:31][n:32]1[c:33]2[cH:34][cH:35][cH:36][cH:37][c:38]2[n:39][n:40]1.[c:1]1([CH3:11])[cH:2][cH:3][c:4]([CH2:7][C:8](=[O:9])[OH:10])[cH:5][cH:6]1>>[c:1]1([CH3:11])[cH:2][cH:3][c:4]([CH2:7][C:8](=[O:10])[NH:12][c:13]2[s:14][c:15]([CH3:18])[cH:16][n:17]2)[cH:5][cH:6]1. The reactants are FC1=CC2=C(C(=NO2)C2=CC=C(C=C2)OC[C@@H]2OC2)C=C1 ((R)-6-fluoro-3-(4-oxiranylmethoxy-phenyl)-benzo[d]isoxazole), CN(C=O)C (dimethylformamide). Run in CNC1CCCCC1 (N-methylcyclohexylamine), C(C)O (ethanol). The product is C1(CCCCC1)N(C[C@H](COC1=CC=C(C=C1)C1=NOC2=C1C=CC(=C2)F)O)C ((R)-1-(cyclohexyl-methyl-amino)-3-[4-(6-fluoro-benzo[d]isoxazol-3-yl)-phenoxy]-propan-2-ol). RXN SMILES: [F:1][C:2]1[CH:21]=[CH:20][C:5]2[C:6]([C:9]3[CH:14]=[CH:13][C:12]([O:15][CH2:16][C@H:17]4[CH2:19][O:18]4)=[CH:11][CH:10]=3)=[N:7][O:8][C:4]=2[CH:3]=1.[CH3:22][N:23]([CH3:26])C=O>CNC1CCCCC1.C(O)C>[CH:22]1([N:23]([CH3:26])[CH2:19][C@@H:17]([OH:18])[CH2:16][O:15][C:12]2[CH:13]=[CH:14][C:9]([C:6]3[C:5]4[CH:20]=[CH:21][C:2]([F:1])=[CH:3][C:4]=4[O:8][N:7]=3)=[CH:10][CH:11]=2)[CH2:20][CH2:21][CH2:2][CH2:3][CH2:4]1. Reported procedure: The title compound is prepared from a mixture of (R)-6-fluoro-3-(4-oxiranylmethoxy-phenyl)-benzo[d]isoxazole in dimethylformamide and N-methylcyclohexylamine in ethanol essentially as described above in Example 21. Purity by LC/MS=100%, [M+H]+=399. The reactants are O1CCCC1.O (tetrahydrofurane water), COC(=O)[C@H]1N(C[C@@H](C1)C1=CC=CC=C1)C(=O)OC(C)(C)C ((2S,4S)-4-Phenyl-pyrrolidine-1,2-dicarboxylic acid 1-tert-butyl ester 2-methyl ester), [H-].[Al+3].[Li+].[H-].[H-].[H-] (lithium aluminium hydride). Solvent: O1CCCC1 (tetrahydrofuran), O1CCCC1 (tetrahydrofurane). Run at time 14 hour. The product is C(C)(C)(C)OC(=O)N1[C@@H](C[C@H](C1)C1=CC=CC=C1)CO ((2S,4S)-2-Hydroxymethyl-4-phenyl-pyrrolidine-1-carboxylic acid tert-butyl ester). RXN SMILES: C[O:2][C:3]([C@@H:5]1[CH2:9][C@@H:8]([C:10]2[CH:15]=[CH:14][CH:13]=[CH:12][CH:11]=2)[CH2:7][N:6]1[C:16]([O:18][C:19]([CH3:22])([CH3:21])[CH3:20])=[O:17])=O.[H-].[Al+3].[Li+].[H-].[H-].[H-].O1CCCC1.O>O1CCCC1>[C:19]([O:18][C:16]([N:6]1[CH2:7][C@H:8]([C:10]2[CH:11]=[CH:12][CH:13]=[CH:14][CH:15]=2)[CH2:9][C@H:5]1[CH2:3][OH:2])=[O:17])([CH3:22])([CH3:21])[CH3:20] |f:1.2.3.4.5.6,7.8|. Procedure: 4.2 g of (2S,4S)-4-Phenyl-pyrrolidine-1,2-dicarboxylic acid 1-tert-butyl ester 2-methyl ester (13.75 mmol) in 30 ml tetrahydrofuran were slowly added to a suspension of 0.27 g of lithium aluminium hydride in 50 ml tetrahydrofurane. Stirring was continued for 5 h at 0-5° C. and for 14 h at room temperature. For workup, a mixture of tetrahydrofurane/water (1:1) was slowly added to the reaction mixture at 0° C. The solvent was then evaporated under reduced pressure, water was added and the pH was a... Run in C(C)O (ethanol). Product: C(C1=CC=CC=C1)N1CC(C(C1=O)=O)C(=O)OCC (Ethyl 1-benzyl-4,5-dioxopyrrolidine-3-carboxylate). As a reaction SMILES: [O-]CC.[Na+].[CH2:5]([O:7][C:8](=[O:19])[CH2:9][CH2:10][NH:11][CH2:12][C:13]1[CH:18]=[CH:17][CH:16]=[CH:15][CH:14]=1)[CH3:6].[C:20](OCC)(=[O:26])[C:21](OCC)=[O:22]>C(O)C>[CH2:12]([N:11]1[C:21](=[O:22])[C:20](=[O:26])[CH:9]([C:8]([O:7][CH2:5][CH3:6])=[O:19])[CH2:10]1)[C:13]1[CH:18]=[CH:17][CH:16]=[CH:15][CH:14]=1 |f:0.1|. The reactants are [O-]CC.[Na+] (Sodium ethoxide), C(C)OC(CCNCC1=CC=CC=C1)=O (ethyl-beta-benzylaminopropionate), C(C(=O)OCC)(=O)OCC (diethyl oxalate). The yield is 74.9%. Run at time 1 hour. Procedure: 21% Sodium ethoxide in ethanol (21:79, sodium ethoxide:ethanol, 56.0 mL) was added dropwise to a mixture of ethyl-beta-benzylaminopropionate (22.178 g, 0.10700 mol) and diethyl oxalate (15.0 mL, 0.110 mol). The reaction mixture was stirred at room temperature for 1 hour. The reaction mixture was concentrated and then water (about 200 mL) was added. The mixture was stirred for 5 min and then 1M HCl was added until pH 1. The mixture was vacuum filtered. The solids were collected and dried in vacuo... Starting materials: C(C)(C)(C)OC(=O)N1[C@@H](CC(C1)=NOC)C(=O)O ((2S,4EZ)-1-(tert-butoxycarbonyl)-4-(methoxyimino)-2-pyrrolidinecarboxylic acid), N(=C=O)CCCCC (1-isocyanatopentane), N1(C=CC=C1)C1=C(C=CC=C1)N (2-(1H-pyrrol-1-yl)phenylamine). The product is CON=C1C[C@H](N(C1)C(=O)NCCCCC)C(=O)NC1=C(C=CC=C1)N1C=CC=C1 ((2S,4EZ)-4-(methoxyimino)-N1-pentyl-N2-[2-(1H-pyrrol-1-yl)phenyl]-1,2-pyrrolidinedicarboxamide). Reaction SMILES: C(O[C:6]([N:8]1[CH2:12][C:11](=[N:13][O:14][CH3:15])[CH2:10][C@H:9]1[C:16]([OH:18])=O)=[O:7])(C)(C)C.[N:19]([CH2:22][CH2:23][CH2:24][CH2:25][CH3:26])=C=O.[N:27]1([C:32]2[CH:37]=[CH:36][CH:35]=[CH:34][C:33]=2[NH2:38])[CH:31]=[CH:30][CH:29]=[CH:28]1>>[CH3:15][O:14][N:13]=[C:11]1[CH2:12][N:8]([C:6]([NH:19][CH2:22][CH2:23][CH2:24][CH2:25][CH3:26])=[O:7])[C@H:9]([C:16]([NH:38][C:33]2[CH:34]=[CH:35][CH:36]=[CH:37][C:32]=2[N:27]2[CH:28]=[CH:29][CH:30]=[CH:31]2)=[O:18])[CH2:10]1. Procedure: Following the general method as outlined in Example 22, starting from (2S,4EZ)-1-(tert-butoxycarbonyl)-4-(methoxyimino)-2-pyrrolidinecarboxylic acid, 1-isocyanatopentane, and 2-(1H-pyrrol-1-yl)phenylamine the title compound was obtained in 74% purity by LC/MS. MS(ESI+): m/z=412.2.